describe an organic reaction: reactants, conditions, products, and yield From a dataset of the Open Reaction Database (ORD), a public repository of structured organic reaction records. Starting materials: BrBr (bromine), CC1=C(CC=2CCC(NN2)=O)C=CC=C1 (6-(2-methylbenzyl)-2,3,4,5-tetrahydropyridaz-3-one). Run in C(C)(=O)OCC (ethyl acetate), C(C)(=O)OCC (ethyl acetate). Reaction conditions: temperature 0 celsius, time 15 minute. Product: Br.CC1=C(CC=2C=CC(NN2)=O)C=CC=C1 (2,3-dihydro-6-(2-methylbenzyl)pyridaz-3-one hydrobromide). As a reaction SMILES: [Br:1]Br.[CH3:3][C:4]1[CH:17]=[CH:16][CH:15]=[CH:14][C:5]=1[CH2:6][C:7]1[CH2:8][CH2:9][C:10](=[O:13])[NH:11][N:12]=1>C(OCC)(=O)C>[BrH:1].[CH3:3][C:4]1[CH:17]=[CH:16][CH:15]=[CH:14][C:5]=1[CH2:6][C:7]1[CH:8]=[CH:9][C:10](=[O:13])[NH:11][N:12]=1 |f:3.4|. Reported procedure: A solution of bromine (5.3 ml.) in ethyl acetate (5.3 ml.) was added over 15 minutes to a refluxing solution of 6-(2-methylbenzyl)-2,3,4,5-tetrahydropyridaz-3-one (prepared as described above; 19.2 g.) in ethyl acetate (150 ml.). Heating under reflux was continued for a further 15 minutes. The reaction mixture was then cooled to 0° C. and filtered. Solid 2,3-dihydro-6-(2-methylbenzyl)pyridaz-3-one hydrobromide thus obtained was washed with n-hexane, dried in vacuo, added to an excess of aqueous ... Reactants: ClCCl, COC(=O)C(O)c1c(C)nc2c(ccn2Cc2cccc(F)c2F)c1I, [Na+], [Na+], O=S([O-])([O-])=S, O. Yields the product COC(=O)C(=O)c1c(C)nc2c(ccn2Cc2cccc(F)c2F)c1I. Reaction SMILES: [Cl:35][CH2:36][Cl:37].[F:1][c:2]1[c:3]([CH2:4][n:5]2[cH:6][cH:7][c:8]3[c:9]2[n:10][c:11]([CH3:21])[c:12]([CH:15]([C:16](=[O:17])[O:18][CH3:19])[OH:20])[c:13]3[I:14])[cH:22][cH:23][cH:24][c:25]1[F:26].[Na+:27].[Na+:28].[O-:29][S:30]([O-:31])(=[S:32])=[O:33].[OH2:34]>>[F:1][c:2]1[c:3]([CH2:4][n:5]2[cH:6][cH:7][c:8]3[c:9]2[n:10][c:11]([CH3:21])[c:12]([C:15]([C:16](=[O:17])[O:18][CH3:19])=[O:20])[c:13]3[I:14])[cH:22][cH:23][cH:24][c:25]1[F:26]. Starting materials: C1(=CC=CC=C1)C1=NSC(=N1)CC(=O)O ((3-phenyl-1,2,4-thiadiazol-5-yl)acetic acid), C(C(C)C)OC([C@@H](N)C)=O (alanine iso-butyl ester). Product: C(C(C)C)OC([C@@H](NC(CC1=NC(=NS1)C1=CC=CC=C1)=O)C)=O (N-[(3-phenyl-1,2,4-thiadiazol-5-yl)acetyl]alanine iso-butyl ester). RXN SMILES: [C:1]1([C:7]2[N:11]=[C:10]([CH2:12][C:13]([OH:15])=O)[S:9][N:8]=2)[CH:6]=[CH:5][CH:4]=[CH:3][CH:2]=1.[CH2:16]([O:20][C:21](=[O:25])[C@H:22]([CH3:24])[NH2:23])[CH:17]([CH3:19])[CH3:18]>>[CH2:16]([O:20][C:21](=[O:25])[C@H:22]([CH3:24])[NH:23][C:13](=[O:15])[CH2:12][C:10]1[S:9][N:8]=[C:7]([C:1]2[CH:2]=[CH:3][CH:4]=[CH:5][CH:6]=2)[N:11]=1)[CH:17]([CH3:19])[CH3:18]. Reported procedure: Following General Procedure BI above, and using (3-phenyl-1,2,4-thiadiazol-5-yl)acetic acid (CAS# 90771-06-5) and alanine iso-butyl ester (prepared following General Procedure BJ above), the title compound was prepared. The reaction was monitored by tlc on silica gel and purification was by filtration as described in the general procedure. Starting materials: ClCCl, Cl, C1COCCO1, CC(C)(C)OC(=O)NC1(c2ccc(-c3c(-c4ccccc4)nc4n3-c3cccnc3Nc3ccccc3-4)cc2)CCC1. Yields the product Cl, NC1(c2ccc(-c3c(-c4ccccc4)nc4n3-c3cccnc3Nc3ccccc3-4)cc2)CCC1. RXN SMILES: [Cl:44][CH2:45][Cl:46].[ClH:43].[O:47]1[CH2:48][CH2:49][O:50][CH2:51][CH2:52]1.[c:1]1(-[c:7]2[n:8][c:9]3[n:10]([c:24]2-[c:25]2[cH:26][cH:27][c:28]([C:31]4([NH:35][C:36](=[O:37])[O:38][C:39]([CH3:40])([CH3:41])[CH3:42])[CH2:32][CH2:33][CH2:34]4)[cH:29][cH:30]2)-[c:11]2[c:12]([n:20][cH:21][cH:22][cH:23]2)[NH:13][c:14]2[c:15]-3[cH:16][cH:17][cH:18][cH:19]2)[cH:2][cH:3][cH:4][cH:5][cH:6]1>>[ClH:43].[c:1]1(-[c:7]2[n:8][c:9]3[n:10]([c:24]2-[c:25]2[cH:26][cH:27][c:28]([C:31]4([NH2:35])[CH2:32][CH2:33][CH2:34]4)[cH:29][cH:30]2)-[c:11]2[c:12]([n:20][cH:21][cH:22][cH:23]2)[NH:13][c:14]2[c:15]-3[cH:16][cH:17][cH:18][cH:19]2)[cH:2][cH:3][cH:4][cH:5][cH:6]1.